Dataset: the Open Reaction Database (ORD), a public repository of structured organic reaction records. Task: describe an organic reaction: reactants, conditions, products, and yield The reactants are [C-]#N.[Na+] (sodium cyanide), C(C(C)C)=O (isobutyraldehyde), NN1C(CCCC1C)C (1-amino-2,6-dimethylpiperidine), Cl (hydrochloric acid). The solvent is O (water), CO (methanol), O (water). Run at time 8 day. Product: CC1N(C(CCC1)C)NC(C#N)C(C)C (2-((2,6-Dimethylpiperidino)amino)-3-methylbutyronitrile). RXN SMILES: [C-:1]#[N:2].[Na+].[CH:4](=O)[CH:5]([CH3:7])[CH3:6].[NH2:9][N:10]1[CH:15]([CH3:16])[CH2:14][CH2:13][CH2:12][CH:11]1[CH3:17].Cl>O.CO>[CH3:17][CH:11]1[CH2:12][CH2:13][CH2:14][CH:15]([CH3:16])[N:10]1[NH:9][CH:4]([CH:5]([CH3:7])[CH3:6])[C:1]#[N:2] |f:0.1|. Procedure: A solution of 4.9 g of sodium cyanide in 10 ml of water and a solution of 7.2 g of isobutyraldehyde in 30 ml of methanol are added dropwise with ice-cooling to a mixture of 6.4 g of 1-amino-2,6-dimethylpiperidine, 60 ml of water and 8.6 ml of concentrated hydrochloric acid. After stirring at room temperature for 8 days, the methanol is stripped off on a rotary evaporator and the solution is extracted with dichloromethane. The combined organic phases are washed with water of pH 5 containing aceti... Reactants: BrC=1C(=NC=C(C(=O)NC2=CC=C(C=C2)OC(F)(F)F)C1)N1C[C@H]([C@@H](C1)OC)O (5-bromo-6-(trans-3-hydroxy-4-methoxypyrrolidin-1-yl)-N-(4-(trifluoromethoxy)phenyl)nicotinamide), N1=CN=CC(=C1)B(O)O (pyrimidin-5-ylboronic acid). Product: O[C@@H]1CN(C[C@H]1OC)C1=NC=C(C(=O)NC2=CC=C(C=C2)OC(F)(F)F)C=C1C=1C=NC=NC1 (6-(trans-3-Hydroxy-4-methoxypyrrolidin-1-yl)-5-(pyrimidin-5-yl)-N-(4-(trifluoromethoxy)phenyl)nicotinamide). As a reaction SMILES: Br[C:2]1[C:3]([N:22]2[CH2:26][C@@H:25]([O:27][CH3:28])[C@H:24]([OH:29])[CH2:23]2)=[N:4][CH:5]=[C:6]([CH:21]=1)[C:7]([NH:9][C:10]1[CH:15]=[CH:14][C:13]([O:16][C:17]([F:20])([F:19])[F:18])=[CH:12][CH:11]=1)=[O:8].[N:30]1[CH:35]=[C:34](B(O)O)[CH:33]=[N:32][CH:31]=1>>[OH:29][C@H:24]1[C@H:25]([O:27][CH3:28])[CH2:26][N:22]([C:3]2[C:2]([C:34]3[CH:35]=[N:30][CH:31]=[N:32][CH:33]=3)=[CH:21][C:6]([C:7]([NH:9][C:10]3[CH:15]=[CH:14][C:13]([O:16][C:17]([F:20])([F:19])[F:18])=[CH:12][CH:11]=3)=[O:8])=[CH:5][N:4]=2)[CH2:23]1. Reported procedure: The title compound was prepared in an analogous fashion to that described in Example 54 using 5-bromo-6-(trans-3-hydroxy-4-methoxypyrrolidin-1-yl)-N-(4-(trifluoromethoxy)phenyl)nicotinamide (Stage 72.1) and pyrimidin-5-ylboronic acid to afford a white solid. UPLC-MS (condition 1) tR=2.16 min, m/z=476.0 [M+H]+, m/z=474.0 [M−H]−; 1H-NMR (400 MHz, DMSO-d6) δ ppm 2.95 (d, J=11.25 Hz, 1H) 3.14 (d, J=11.98 Hz, 1H) 3.23 (s, 3H) 3.28-3.35 (m, 1H) 3.46 (dd, J=11.98, 4.40 Hz, 1H) 3.61-3.65 (m, 1H) 4.08 (b... The reactants are O(C1=CC=CC=C1)C1=CC=C(CN)C=C1 (4-phenoxybenzylamine), COC(COC1=CC=C(C=C1)CN)=O (methyl[4-(aminomethyl)phenoxy]acetate), acetate salt, ClCC=1N=C(SC1)C1=CC=C(C(=O)Cl)C=C1 (4-[4-(chloromethyl)-1,3-thiazol-2-yl]benzoyl chloride), C1(=CC=CC=C1)CCC(=O)Cl (3-phenylpropanoyl chloride). The product is O(C1=CC=CC=C1)C1=CC=C(CNC(=O)C2=CC=C(C=C2)C=2SC=C(N2)CN(C(CCC2=CC=CC=C2)=O)CC2=CC=C(OCC(=O)O)C=C2)C=C1 ((4-{[{[2-(4-{[(4-phenoxybenzyl)amino]carbonyl}phenyl)-1,3-thiazol-4-yl]methyl}(3-phenylpropanoyl)amino]methyl}phenoxy)acetic acid). Reaction SMILES: [O:1]([C:8]1[CH:15]=[CH:14][C:11]([CH2:12][NH2:13])=[CH:10][CH:9]=1)[C:2]1[CH:7]=[CH:6][CH:5]=[CH:4][CH:3]=1.Cl[CH2:17][C:18]1[N:19]=[C:20]([C:23]2[CH:31]=[CH:30][C:26]([C:27](Cl)=[O:28])=[CH:25][CH:24]=2)[S:21][CH:22]=1.[C:32]1([CH2:38][CH2:39][C:40](Cl)=[O:41])[CH:37]=[CH:36][CH:35]=[CH:34][CH:33]=1.C[O:44][C:45](=[O:56])[CH2:46][O:47][C:48]1[CH:53]=[CH:52][C:51]([CH2:54][NH2:55])=[CH:50][CH:49]=1>>[O:1]([C:8]1[CH:9]=[CH:10][C:11]([CH2:12][NH:13][C:27]([C:26]2[CH:30]=[CH:31][C:23]([C:20]3[S:21][CH:22]=[C:18]([CH2:17][N:55]([CH2:54][C:51]4[CH:52]=[CH:53][C:48]([O:47][CH2:46][C:45]([OH:56])=[O:44])=[CH:49][CH:50]=4)[C:40](=[O:41])[CH2:39][CH2:38][C:32]4[CH:37]=[CH:36][CH:35]=[CH:34][CH:33]=4)[N:19]=3)=[CH:24][CH:25]=2)=[O:28])=[CH:14][CH:15]=1)[C:2]1[CH:3]=[CH:4][CH:5]=[CH:6][CH:7]=1. Reported procedure: The title compound was prepared following the procedure A using 4-phenoxybenzylamine, 4-[4-(chloromethyl)-1,3-thiazol-2-yl]benzoyl chloride, 3-phenylpropanoyl chloride and methyl[4-(aminomethyl)phenoxy]acetate, acetate salt. M+(ESI): 712.1